Dataset: the Open Reaction Database (ORD), a public repository of structured organic reaction records. Task: describe an organic reaction: reactants, conditions, products, and yield Reactants: CNC(=C[N+](=O)[O-])SC, CC#N, NCCCSc1nccc(NC(N)=NCC(F)(F)F)n1. The product is CNC(=C[N+](=O)[O-])NCCCSc1nccc(NC(N)=NCC(F)(F)F)n1. Reaction SMILES: [CH3:21][NH:22][C:23](=[CH:24][N+:25](=[O:26])[O-:27])[S:28][CH3:29].[CH3:30][C:31]#[N:32].[F:1][C:2]([CH2:3][N:4]=[C:5]([NH:6][c:7]1[n:8][c:9]([S:13][CH2:14][CH2:15][CH2:16][NH2:17])[n:10][cH:11][cH:12]1)[NH2:18])([F:19])[F:20]>>[F:1][C:2]([CH2:3][N:4]=[C:5]([NH:6][c:7]1[n:8][c:9]([S:13][CH2:14][CH2:15][CH2:16][NH:17][C:23]([NH:22][CH3:21])=[CH:24][N+:25](=[O:26])[O-:27])[n:10][cH:11][cH:12]1)[NH2:18])([F:19])[F:20]. Starting materials: C1(=CC=CC=C1)NN (phenyl hydrazine), C(C)OC(C(C(C)=O)C(C)=O)=O (2-acetyl-3-oxo-butyric acid ethyl ester), N1=CC=CC=C1 (pyridine). The solvent is C(C)O (ethanol). Yields the product C(C)OC(=O)C=1C(=NN(C1C)C1=CC=CC=C1)C (3,5-dimethyl-1-phenyl-1H-pyrazole-4-carboxylic acid ethyl ester). Procedure details: Similar to Example 1, phenyl hydrazine (7.5 mmol, 0.8 g) and 2-acetyl-3-oxo-butyric acid ethyl ester (7.5 mmol, 1.3 g) were mixed in a solution of 50% pyridine in ethanol. The solvents were removed under vacuum and the oil resuspended in chloroform. The resulting suspension was washed with 5% sodium bicarbonate, 5% hydrochloric acid, and then brine. The organic layer was dried over NaSO4, the solids filtered, and the solvents removed under vacuum. The crude material was purified over silica gel ... RXN SMILES: [C:1]1([NH:7][NH2:8])[CH:6]=[CH:5][CH:4]=[CH:3][CH:2]=1.[CH2:9]([O:11][C:12](=[O:20])[CH:13]([C:17](=O)[CH3:18])[C:14](=O)[CH3:15])[CH3:10].N1C=CC=CC=1>C(O)C>[CH2:9]([O:11][C:12]([C:13]1[C:14]([CH3:15])=[N:8][N:7]([C:1]2[CH:6]=[CH:5][CH:4]=[CH:3][CH:2]=2)[C:17]=1[CH3:18])=[O:20])[CH3:10]. As a reaction SMILES: [CH2:1]([CH3:2])[c:3]1[n:4]([CH2:17][c:18]2[cH:19][cH:20][c:21](-[c:24]3[c:25](-[c:30]4[n:31][n:32][n:33][n:34]4[C:35]([c:36]4[cH:37][cH:38][cH:39][cH:40][cH:41]4)([c:42]4[cH:43][cH:44][cH:45][cH:46][cH:47]4)[c:48]4[cH:49][cH:50][cH:51][cH:52][cH:53]4)[cH:26][cH:27][cH:28][cH:29]3)[cH:22][cH:23]2)[c:5]([C:12](=[O:13])[O:14][CH2:15][CH3:16])[c:6]([C:8]([CH3:9])([CH3:10])[OH:11])[n:7]1.[CH3:54][C:55](=[O:56])[OH:57].[OH2:58]>>[CH2:1]([CH3:2])[c:3]1[n:4]([CH2:17][c:18]2[cH:19][cH:20][c:21](-[c:24]3[c:25](-[c:30]4[n:31][n:32][n:33][nH:34]4)[cH:26][cH:27][cH:28][cH:29]3)[cH:22][cH:23]2)[c:5]([C:12](=[O:13])[O:14][CH2:15][CH3:16])[c:6]([C:8]([CH3:9])([CH3:10])[OH:11])[n:7]1. Product: CCOC(=O)c1c(C(C)(C)O)nc(CC)n1Cc1ccc(-c2ccccc2-c2nnn[nH]2)cc1. The reactants are CCOC(=O)c1c(C(C)(C)O)nc(CC)n1Cc1ccc(-c2ccccc2-c2nnnn2C(c2ccccc2)(c2ccccc2)c2ccccc2)cc1, CC(=O)O, O. The reactants are C1(=CC=CC=C1)C.[H-].C(C(C)C)[Al+]CC(C)C (diisobutylaluminum hydride toluene), solution, O1CCCC1.C1(CCCCC1)[Mg]Br (cyclohexylmagnesium bromide tetrahydrofuran), FC=1C=CC2=C(C(=C(O2)C(=O)N(C)OC)C)C1 (5-fluoro-N-methoxy-N,3-dimethyl-1-benzofuran-2-carboxamide), Cl (Hydrochloric acid), [Cl-].[NH4+] (ammonium chloride). Solvent: O1CCCC1 (tetrahydrofuran), O1CCCC1 (tetrahydrofuran). Run at time 1 hour. The product is C1(CCCCC1)C(O)C=1OC2=C(C1C)C=C(C=C2)F (cyclohexyl(5-fluoro-3-methyl-1-benzofuran-2-yl)methanol). Yield: 27.0%. As a reaction SMILES: [F:1][C:2]1[CH:3]=[CH:4][C:5]2[O:9][C:8]([C:10](N(OC)C)=[O:11])=[C:7]([CH3:16])[C:6]=2[CH:17]=1.[C:18]1(C)[CH:23]=[CH:22][CH:21]=[CH:20][CH:19]=1.[H-].C([Al+]CC(C)C)C(C)C.Cl.O1CCCC1.C1([Mg]Br)CCCCC1.[Cl-].[NH4+]>O1CCCC1>[CH:18]1([CH:10]([C:8]2[O:9][C:5]3[CH:4]=[CH:3][C:2]([F:1])=[CH:17][C:6]=3[C:7]=2[CH3:16])[OH:11])[CH2:23][CH2:22][CH2:21][CH2:20][CH2:19]1 |f:1.2.3,5.6,7.8|. Reported procedure: To a solution (80 mL) of 5-fluoro-N-methoxy-N,3-dimethyl-1-benzofuran-2-carboxamide (4.37 g) synthesized above in tetrahydrofuran was added dropwise 1.5M diisobutylaluminum hydride toluene solution (24.5 mL) at 0° C., and the mixture was stirred for 1 hr. 1N Hydrochloric acid was added to quench the reaction, and the mixture was extracted with ethyl acetate. The extract was washed with saturated brine, dried over magnesium sulfate, and concentrated under reduced pressure. The residue was purifie... The reactants are C(C)OC(CN(C)CCC(OC1=CC=C(C=C1)C(F)(F)F)C1=CC=CC=C1)=O (N-[3-phenyl-3-(4-trifluoromethylphenoxy)propyl]sarcosine ethyl ester), C(C)OC(CN(C)CCC(OC1=CC=C(C=C1)C(F)(F)F)C1=CC=CC=C1)=O (N-[3-phenyl-3-(4-trifluoromethylphenoxy)propyl]sarcosine ethyl ester), IC (iodomethane). The solvent is C1=CC=CC=C1 (benzene). The product is [I-].C[N+](CCC(OC1=CC=C(C=C1)C(F)(F)F)C1=CC=CC=C1)(CC(=O)OCC)C (dimethyl(ethoxycarbonylmethyl)[3-phenyl-3-(4trifluoromethylphenoxy)propyl]ammonium iodide). The yield is 85.7%. As a reaction SMILES: [CH2:1]([O:3][C:4](=[O:28])[CH2:5][N:6]([CH2:8][CH2:9][CH:10]([C:22]1[CH:27]=[CH:26][CH:25]=[CH:24][CH:23]=1)[O:11][C:12]1[CH:17]=[CH:16][C:15]([C:18]([F:21])([F:20])[F:19])=[CH:14][CH:13]=1)[CH3:7])[CH3:2].[I:29][CH3:30]>C1C=CC=CC=1>[I-:29].[CH3:7][N+:6]([CH3:30])([CH2:5][C:4]([O:3][CH2:1][CH3:2])=[O:28])[CH2:8][CH2:9][CH:10]([C:22]1[CH:23]=[CH:24][CH:25]=[CH:26][CH:27]=1)[O:11][C:12]1[CH:17]=[CH:16][C:15]([C:18]([F:19])([F:20])[F:21])=[CH:14][CH:13]=1 |f:3.4|. Procedure: A solution of 0.152 g (0.38 mmol) N-[3-phenyl-3-(4-trifluoromethylphenoxy)propyl]sarcosine ethyl ester (Compound A2 ) and 0.273 g (1.93 mmol) iodomethane in 2 ml benzene was heated under reflux for 2 hours and the solvent evaporated. The residue was washed three times with anhydrous diethyl ether and dried under vacuum to give 0.175 g (yield 85%) dimethyl(ethoxycarbonylmethyl)[3-phenyl-3-(4trifluoromethylphenoxy)propyl]ammonium iodide (Compound A148) as a pale yellow hygroscopic powder.